The task is: describe an organic reaction: reactants, conditions, products, and yield. This data is from the Open Reaction Database (ORD), a public repository of structured organic reaction records. Starting materials: CNc1ncc(Br)c2[nH]c3ccc(F)cc3c12, CN1CCCC1=O, CCOC(C)=O, N#C[Cu]. The product is CNc1ncc(C#N)c2[nH]c3ccc(F)cc3c12. As a reaction SMILES: [Br:1][c:2]1[cH:3][n:4][c:5]([NH:16][CH3:17])[c:6]2[c:7]1[nH:8][c:9]1[cH:10][cH:11][c:12]([F:15])[cH:13][c:14]21.[CH3:21][N:22]1[CH2:23][CH2:24][CH2:25][C:26]1=[O:27].[CH3:28][CH2:29][O:30][C:31](=[O:32])[CH3:33].[Cu:18][C:19]#[N:20]>>[c:2]1([C:19]#[N:20])[cH:3][n:4][c:5]([NH:16][CH3:17])[c:6]2[c:7]1[nH:8][c:9]1[cH:10][cH:11][c:12]([F:15])[cH:13][c:14]21. Starting materials: CC(C)(C)[Si](C)(C)OCCBr, Cc1cc(Nc2cc(Br)cn(C)c2=O)n[nH]1, [H-], [Na+], CN(C)C=O, O. The product is Cc1cc(Nc2cc(Br)cn(C)c2=O)nn1CCO[Si](C)(C)C(C)(C)C. RXN SMILES: [Br:19][CH2:20][CH2:21][O:22][Si:23]([CH3:24])([CH3:25])[C:26]([CH3:27])([CH3:28])[CH3:29].[Br:1][c:2]1[cH:3][c:4]([NH:10][c:11]2[n:12][nH:13][c:14]([CH3:16])[cH:15]2)[c:5](=[O:9])[n:6]([CH3:8])[cH:7]1.[H-:18].[Na+:17].[O:31]=[CH:32][N:33]([CH3:34])[CH3:35].[OH2:30]>>[Br:1][c:2]1[cH:3][c:4]([NH:10][c:11]2[n:12][n:13]([CH2:20][CH2:21][O:22][Si:23]([CH3:24])([CH3:25])[C:26]([CH3:27])([CH3:28])[CH3:29])[c:14]([CH3:16])[cH:15]2)[c:5](=[O:9])[n:6]([CH3:8])[cH:7]1.